This data is from the Open Reaction Database (ORD), a public repository of structured organic reaction records. The task is: describe an organic reaction: reactants, conditions, products, and yield Reactants: Cc1oc(-c2ccc(Br)cc2)nc1CCOS(C)(=O)=O, O=C([O-])[O-], Cc1ccc(S(=O)(=O)O)cc1, CC#N, FC1CCNC1, [I-], [K+], [K+], [K+]. The product is Cc1oc(-c2ccc(Br)cc2)nc1CCN1CCC(F)C1. Reaction SMILES: [Br:1][c:2]1[cH:3][cH:4][c:5](-[c:8]2[o:9][c:10]([CH3:20])[c:11]([CH2:13][CH2:14][O:15][S:16]([CH3:17])(=[O:18])=[O:19])[n:12]2)[cH:6][cH:7]1.[C:21](=[O:22])([O-:23])[O-:24].[CH3:29][c:30]1[cH:31][cH:32][c:33]([S:34]([OH:35])(=[O:36])=[O:37])[cH:38][cH:39]1.[CH3:46][C:47]#[N:48].[F:40][CH:41]1[CH2:42][NH:43][CH2:44][CH2:45]1.[I-:28].[K+:25].[K+:26].[K+:27]>>[Br:1][c:2]1[cH:3][cH:4][c:5](-[c:8]2[o:9][c:10]([CH3:20])[c:11]([CH2:13][CH2:14][N:43]3[CH2:42][CH:41]([F:40])[CH2:45][CH2:44]3)[n:12]2)[cH:6][cH:7]1. The reactants are CCOC(CN1C(=O)C(CC(=O)O)(NC(=O)Nc2cccc(OC)c2)c2ccccc21)OCC, COc1ccc(N)cc1, CN(C)c1ccncc1, ClCCl, O=S(Cl)Cl. The product is CCOC(CN1C(=O)C(CC(=O)Nc2ccc(OC)cc2)(NC(=O)Nc2cccc(OC)c2)c2ccccc21)OCC. As a reaction SMILES: [CH2:1]([CH3:2])[O:3][CH:4]([CH2:5][N:6]1[C:7](=[O:31])[C:8]([NH:15][C:16](=[O:17])[NH:18][c:19]2[cH:20][c:21]([O:25][CH3:26])[cH:22][cH:23][cH:24]2)([CH2:27][C:28](=[O:29])[OH:30])[c:9]2[cH:10][cH:11][cH:12][cH:13][c:14]21)[O:32][CH2:33][CH3:34].[CH3:39][O:40][c:41]1[cH:42][cH:43][c:44]([NH2:45])[cH:46][cH:47]1.[CH3:51][N:52]([CH3:53])[c:54]1[cH:55][cH:56][n:57][cH:58][cH:59]1.[Cl:48][CH2:49][Cl:50].[S:35]([Cl:36])([Cl:37])=[O:38]>>[CH2:1]([CH3:2])[O:3][CH:4]([CH2:5][N:6]1[C:7](=[O:31])[C:8]([NH:15][C:16](=[O:17])[NH:18][c:19]2[cH:20][c:21]([O:25][CH3:26])[cH:22][cH:23][cH:24]2)([CH2:27][C:28](=[O:30])[NH:45][c:44]2[cH:43][cH:42][c:41]([O:40][CH3:39])[cH:47][cH:46]2)[c:9]2[cH:10][cH:11][cH:12][cH:13][c:14]21)[O:32][CH2:33][CH3:34]. The reactants are FC1=C(C=CC(=C1)F)C(C(F)(F)SCC)(CN1N=CN=C1)O (2-(2,4-difluorophenyl)-1-(ethylthio)-1,1-difluoro-3-(1H-1,2,4-triazol-1-yl)-2-propanol), ClC1=CC(=CC=C1)C(=O)OO (m-chloroperbenzoic acid), S(=S)(=O)([O-])[O-].[Na+].[Na+] (sodium thiosulfate), C([O-])(O)=O.[Na+] (sodium bicarbonate). Solvent: ClCCl (dichloromethane). Conditions: time 12 hour. Product: FC1=C(C=CC(=C1)F)C(C(F)(F)S(=O)(=O)CC)(CN1N=CN=C1)O (2-(2,4-difluorophenyl)-1-(ethylsulfonyl)-1,1-difluoro-3-(1H-1,2,4-triazol-1-yl)-2-propanol). The yield is 78.0%. Reaction SMILES: [F:1][C:2]1[CH:7]=[C:6]([F:8])[CH:5]=[CH:4][C:3]=1[C:9]([OH:22])([CH2:16][N:17]1[CH:21]=[N:20][CH:19]=[N:18]1)[C:10](SCC)([F:12])[F:11].Cl[C:24]1C=CC=C(C(OO)=O)[CH:25]=1.[S:34]([O-:38])([O-])(=[O:36])=S.[Na+].[Na+].C(=O)(O)[O-].[Na+]>ClCCl>[F:1][C:2]1[CH:7]=[C:6]([F:8])[CH:5]=[CH:4][C:3]=1[C:9]([OH:22])([CH2:16][N:17]1[CH:21]=[N:20][CH:19]=[N:18]1)[C:10]([S:34]([CH2:24][CH3:25])(=[O:38])=[O:36])([F:12])[F:11] |f:2.3.4,5.6|. Reported procedure: To a solution of 2-(2,4-difluorophenyl)-1-(ethylthio)-1,1-difluoro-3-(1H-1,2,4-triazol-1-yl)-2-propanol (850 mg, 2.39 mmol) in dichloromethane (100 ml), 85% m-chloroperbenzoic acid (1.4 g, 5.75 mmol) was added at room temperature, followed by stirring at room temperature for 12 hours. After the completion of the reaction, a saturated aqueous solution of sodium thiosulfate and a saturated aqueous solution of sodium bicarbonate were added and the resulting mixture was stirred. The dichloromethane ... Starting materials: FC(C=1C=C(CN2C(OCC(C2)(CCOS(=O)(=O)C)C2=CC(=C(C=C2)Cl)Cl)=O)C=C(C1)C(F)(F)F)(F)F (3-[3,5-Bis(trifluoromethyl)benzyl]-5-(3,4-dichlorophenyl)-5-[2-(methanesulfonyloxy)ethyl]tetrahydro-2H-1,3-oxazin-2-one), C([O-])([O-])=O.[K+].[K+] (potassium carbonate), N(C1=CC=CC=C1)C1CCNCC1 (4-anilinopiperidine), O (water). The solvent is C(C)#N (acetonitrile), CCOCC (ether). Product: O.Cl.Cl.N(C1=CC=CC=C1)C1CCN(CC1)CCC1(CN(C(OC1)=O)CC1=CC(=CC(=C1)C(F)(F)F)C(F)(F)F)C1=CC(=C(C=C1)Cl)Cl (5-[2-(4-Anilinopiperid-1-yl)ethyl]-3-[3,5-bis(trifluoromethyl)benzyl]-5-(3,4-dichlorophenyl)tetrahydro-2H-1,3-oxazin-2-one dihydrochloride monohydrate). Isolated yield 9.2%. As a reaction SMILES: [NH:1]([CH:8]1[CH2:13][CH2:12][NH:11][CH2:10][CH2:9]1)[C:2]1[CH:7]=[CH:6][CH:5]=[CH:4][CH:3]=1.[F:14][C:15]([F:50])([F:49])[C:16]1[CH:17]=[C:18]([CH:42]=[C:43]([C:45]([F:48])([F:47])[F:46])[CH:44]=1)[CH2:19][N:20]1[CH2:25][C:24]([C:33]2[CH:38]=[CH:37][C:36]([Cl:39])=[C:35]([Cl:40])[CH:34]=2)([CH2:26][CH2:27]OS(C)(=O)=O)[CH2:23][O:22][C:21]1=[O:41].C(=O)([O-])[O-].[K+].[K+].O>C(#N)C.CCOCC>[OH2:22].[ClH:39].[ClH:39].[NH:1]([CH:8]1[CH2:13][CH2:12][N:11]([CH2:27][CH2:26][C:24]2([C:33]3[CH:38]=[CH:37][C:36]([Cl:39])=[C:35]([Cl:40])[CH:34]=3)[CH2:23][O:22][C:21](=[O:41])[N:20]([CH2:19][C:18]3[CH:17]=[C:16]([C:15]([F:49])([F:50])[F:14])[CH:44]=[C:43]([C:45]([F:47])([F:46])[F:48])[CH:42]=3)[CH2:25]2)[CH2:10][CH2:9]1)[C:2]1[CH:3]=[CH:4][CH:5]=[CH:6][CH:7]=1 |f:2.3.4,8.9.10.11|. Procedure: A mixture of 0.3 g of 4-anilinopiperidine, 0. 8 g of the compound obtained in step C of EXAMPLE 4 and 0.69 g of potassium carbonate in 5 ml of acetonitrile is heated at 50-60° C. for 5 hours. The reaction mixture is poured into water and extracted with AcOEt, the organic phase is washed twice with water and with saturated NaCl solution and dried over Mgso4 and the solvent is evaporated off under vacuum. The residue is chromatographed on silica H using DCM and then a DCM/MeOH mixture (96/4; v/v) ...